describe an organic reaction: reactants, conditions, products, and yield From a dataset of the Open Reaction Database (ORD), a public repository of structured organic reaction records. Starting materials: O (water), C[Si](C)(C)Cl (TMSCl), CCOCC (ether), C(C1=CC=CC=C1)N1C([C@@H](NC12CCN(CC2)C(CCC2=CC=CC=C2)=O)CC2=CC=CC=C2)=O (1,3-(S)-dibenzyl-8-(3-phenylpropionyl)-1,4,8-triazaspiro[4,5]decan-2-one). Run in CC(=O)CC (ethyl methyl ketone). Run at time 8 hour. The product is Cl.C(C1=CC=CC=C1)N1C([C@@H](NC12CCN(CC2)C(CCC2=CC=CC=C2)=O)CC2=CC=CC=C2)=O (1,3-(S)-dibenzyl-8-(3-phenylpropionyl)-1,4,8-triazaspiro[4,5]decan-2-one hydrochloride). Reaction SMILES: [CH2:1]([N:8]1[C:12]2([CH2:17][CH2:16][N:15]([C:18](=[O:27])[CH2:19][CH2:20][C:21]3[CH:26]=[CH:25][CH:24]=[CH:23][CH:22]=3)[CH2:14][CH2:13]2)[NH:11][C@@H:10]([CH2:28][C:29]2[CH:34]=[CH:33][CH:32]=[CH:31][CH:30]=2)[C:9]1=[O:35])[C:2]1[CH:7]=[CH:6][CH:5]=[CH:4][CH:3]=1.O.C[Si]([Cl:41])(C)C.CCOCC>CC(CC)=O>[ClH:41].[CH2:1]([N:8]1[C:12]2([CH2:17][CH2:16][N:15]([C:18](=[O:27])[CH2:19][CH2:20][C:21]3[CH:22]=[CH:23][CH:24]=[CH:25][CH:26]=3)[CH2:14][CH2:13]2)[NH:11][C@@H:10]([CH2:28][C:29]2[CH:34]=[CH:33][CH:32]=[CH:31][CH:30]=2)[C:9]1=[O:35])[C:2]1[CH:7]=[CH:6][CH:5]=[CH:4][CH:3]=1 |f:5.6|. Reported procedure: 1,3-(S)-dibenzyl-8-(3-phenylpropionyl)-1,4,8-triazaspiro[4,5]decan-2-one (360 mg, 0.8 mmol) was dissolved in ethyl methyl ketone (2.9 mL), water (8 μL), TMSCl (107 μL), and ether (10 mL) were added and the mixture was stirred overnight. The solid matter was isolated by filtration, washed with ether, and dried in vacuo. The product 1,3-(S)-dibenzyl-8-(3-phenylpropionyl)-1,4,8-triazaspiro[4,5]decan-2-one hydrochloride was obtained in a yield of 323 mg (83%). Starting materials: C(C)C1=C(C=CC=C1CC)N1CCN(CC1)CC1=CC=C(C=C1)[N+](=O)[O-] (1-(2,3-diethylphenyl)-4-(p-nitrobenzyl)piperazine). Reagents/catalysts: [Cl-].[Cl-].[Cl-].[Ti+3] (titanium trichloride). Product: C(C)C1=C(C=CC=C1CC)N1CCN(CC1)CC1=CC=C(C=C1)N (1-(2,3-diethylphenyl)-4-[(4-aminophenyl)methyl]piperazine). Reaction SMILES: [CH2:1]([C:3]1[C:8]([CH2:9][CH3:10])=[CH:7][CH:6]=[CH:5][C:4]=1[N:11]1[CH2:16][CH2:15][N:14]([CH2:17][C:18]2[CH:23]=[CH:22][C:21]([N+:24]([O-])=O)=[CH:20][CH:19]=2)[CH2:13][CH2:12]1)[CH3:2]>[Cl-].[Cl-].[Cl-].[Ti+3]>[CH2:1]([C:3]1[C:8]([CH2:9][CH3:10])=[CH:7][CH:6]=[CH:5][C:4]=1[N:11]1[CH2:16][CH2:15][N:14]([CH2:17][C:18]2[CH:19]=[CH:20][C:21]([NH2:24])=[CH:22][CH:23]=2)[CH2:13][CH2:12]1)[CH3:2] |f:1.2.3.4|. Reported procedure: In the manner given in Example 1B, 1-(2,3-diethylphenyl)-4-(p-nitrobenzyl)piperazine is reduced with aqueous titanium trichloride to give 1-(2,3-diethylphenyl)-4-[(4-aminophenyl)methyl]piperazine. The reactants are CC(C)(C)O, CCCSC1(C(=O)C=Cc2ccc(Cl)cc2Cl)CC1, CSC, COS(=O)(=O)OC, [K+], [OH-], OO. The product is CCCSC1(C2(C=Cc3ccc(Cl)cc3Cl)CO2)CC1. RXN SMILES: [C:34]([OH:35])([CH3:36])([CH3:37])[CH3:38].[CH2:11]([CH2:12][CH3:13])[S:14][C:15]1([C:18](=[O:19])[CH:20]=[CH:21][c:22]2[c:23]([Cl:29])[cH:24][c:25]([Cl:28])[cH:26][cH:27]2)[CH2:16][CH2:17]1.[CH3:1][S:2][CH3:3].[CH3:4][O:5][S:6](=[O:7])(=[O:8])[O:9][CH3:10].[K+:31].[OH-:30].[OH:32][OH:33]>>[O:9]1[CH2:10][C:18]1([C:15]1([S:14][CH2:11][CH2:12][CH3:13])[CH2:16][CH2:17]1)[CH:20]=[CH:21][c:22]1[c:23]([Cl:29])[cH:24][c:25]([Cl:28])[cH:26][cH:27]1. Reported procedure: 1-Methanesulfonyl-1H-pyrrolo[2,3-b]pyridine-3-carbaldehyde (2.84 g, 12.7 mmol) from step 2 was dissolved in dichloromethane (150 ml) and cooled to 0° C. Meta-chloroperbenzoic acid (3.4 g, 15 mmol) was added in several portions. The reaction mixture was stirred under a nitrogen atmosphere overnight, while slowly warming to room temperature. The reaction mixture was filtered through a plug of basic alumina and concentrated under reduced pressure to a yellow solid. The crude product was chromatogra... Reactants: CS(=O)(=O)N1C=C(C=2C1=NC=CC2)C=O (1-Methanesulfonyl-1H-pyrrolo[2,3-b]pyridine-3-carbaldehyde), ClC1=CC(=CC=C1)C(=O)OO (Meta-chloroperbenzoic acid). As a reaction SMILES: [CH3:1][S:2]([N:5]1[C:9]2=[N:10][CH:11]=[CH:12][CH:13]=[C:8]2[C:7](C=O)=[CH:6]1)(=[O:4])=[O:3].ClC1C=CC=C(C(OO)=[O:24])C=1>ClCCl>[CH3:1][S:2]([N:5]1[C:9]2=[N:10][CH:11]=[CH:12][CH:13]=[C:8]2[C:7](=[O:24])[CH2:6]1)(=[O:4])=[O:3]. Yield: 26.0%. Conditions: temperature 0 celsius, time 8 hour. Solvent: ClCCl (dichloromethane). Yields the product CS(=O)(=O)N1CC(C=2C1=NC=CC2)=O (1-methanesulfonyl-1,2-dihydro-pyrrolo[2,3-b]pyridin-3-one). Reactants: O=C(Cl)Cc1ccccc1Br, COC(=O)c1cc(N)cc(-c2ccc(C)cc2)c1, CN(C)c1ccncc1, c1ccncc1. The product is COC(=O)c1cc(NC(=O)Cc2ccccc2Br)cc(-c2ccc(C)cc2)c1. RXN SMILES: [Br:19][c:20]1[c:21]([CH2:26][C:27](=[O:28])[Cl:29])[cH:22][cH:23][cH:24][cH:25]1.[CH3:1][O:2][C:3](=[O:4])[c:5]1[cH:6][c:7](-[c:12]2[cH:13][cH:14][c:15]([CH3:18])[cH:16][cH:17]2)[cH:8][c:9]([NH2:11])[cH:10]1.[CH3:30][N:31]([c:32]1[cH:33][cH:34][n:35][cH:36][cH:37]1)[CH3:38].[cH:39]1[cH:40][cH:41][n:42][cH:43][cH:44]1>>[CH3:1][O:2][C:3](=[O:4])[c:5]1[cH:6][c:7](-[c:12]2[cH:13][cH:14][c:15]([CH3:18])[cH:16][cH:17]2)[cH:8][c:9]([NH:11][C:27]([CH2:26][c:21]2[c:20]([Br:19])[cH:25][cH:24][cH:23][cH:22]2)=[O:28])[cH:10]1. Reactants: N12CCCN=CC2CCCC1 (1,5-Diazabicyclo[5,4,0]-undec-5-ene), [N+](=O)([O-])C (nitromethane), C(\C=C\C)(=O)OC (methyl crotonate). The solvent is CO (methanol), CO (methanol). Conditions: temperature 60 celsius, time 6 day. The product is CC(CC(=O)OC)C[N+](=O)[O-] (methyl 3-methyl-4-nitrobutanoate). Isolated yield 66.2%. RXN SMILES: N12CCCCC1C=NCCC2.[N+:12]([CH3:15])([O-:14])=[O:13].[C:16]([O:21][CH3:22])(=[O:20])/[CH:17]=[CH:18]/[CH3:19]>CO>[CH3:19][CH:18]([CH2:15][N+:12]([O-:14])=[O:13])[CH2:17][C:16]([O:21][CH3:22])=[O:20]. Procedure details: 1,5-Diazabicyclo[5,4,0]-undec-5-ene (6 ml) is added to a solution of nitromethane (91.5 g) in methanol (500 ml). The resulting mixture is heated to 60° C. and methyl crotonate (100 g, lm) is added under nitrogen. The mixture is then stirred for 6 days at 60° after which it is cooled to room temperature and most of the methanol is removed in vacuo. The residue is treated with ether (500 ml) and washed with 2 N hydrochloric acid (250 ml) and water (250 ml). The organic layer is dried (Na2SO4) and ... Reactants: SC1=CC(=C(C(=C1)C)O)C (4-mercapto-2,6-dimethylphenol), C(OC)(OC)OC (trimethyl orthoformate), C(C)OC(C=C1CCC1)=O (cyclobutylidene-acetic acid ethyl ester). The reagents and catalysts are S(O)(O)(=O)=O (sulfuric acid). The solvent is CO (methanol). The product is OC1=C(C=C(C=C1C)SC1(CCC1)CC(=O)OC)C (methyl {1-[(4-hydroxy-3,5-dimethylphenyl)thio]cyclobutyl}acetate). Yield: 68.2%. Reaction SMILES: [SH:1][C:2]1[CH:7]=[C:6]([CH3:8])[C:5]([OH:9])=[C:4]([CH3:10])[CH:3]=1.C(OC)(OC)OC.[CH2:18]([O:20][C:21](=[O:27])[CH:22]=[C:23]1[CH2:26][CH2:25][CH2:24]1)C>CO.S(=O)(=O)(O)O>[OH:9][C:5]1[C:6]([CH3:8])=[CH:7][C:2]([S:1][C:23]2([CH2:22][C:21]([O:20][CH3:18])=[O:27])[CH2:26][CH2:25][CH2:24]2)=[CH:3][C:4]=1[CH3:10]. Procedure: To a solution of 4-mercapto-2,6-dimethylphenol (2.5 g) in anhydrous methanol (40 mL) containing trimethyl orthoformate (3 mL), was added cyclobutylidene-acetic acid ethyl ester (7.6 g) and then 5 drops of concentrated sulfuric acid. The solution was deoxygenated by bubbling with nitrogen, and was allowed to reflux for 4 days. The mixture was concentrated, washed with saturated NaHCO3 and extracted with ethyl acetate. After concentrated in vacuo, the residue was purified by flash chromatography e... RXN SMILES: [CH:1]1([O:4][CH:5]2[CH2:10][CH2:9][C@H:8]3[C@H:11]4[C@H:21]([CH2:22][CH2:23][C@:6]23[CH3:7])[C@:19]2([CH3:20])[C:14](=[C:15]([N+:25]([O-])=O)[C:16](=[O:24])[CH2:17][CH2:18]2)[CH2:13][CH2:12]4)[CH2:3][CH2:2]1>C(O)(=O)C.[Zn]>[NH2:25][C:15]1[C:16](=[O:24])[CH2:17][CH2:18][C@@:19]2([CH3:20])[C:14]=1[CH2:13][CH2:12][C@@H:11]1[C@@H:21]2[CH2:22][CH2:23][C@@:6]2([CH3:7])[C@H:8]1[CH2:9][CH2:10][CH:5]2[O:4][CH:1]1[CH2:2][CH2:3]1. The reagents and catalysts are [Zn] (zinc). Solvent: C(C)(=O)O (acetic acid). Starting materials: C1(CC1)OC1[C@]2(C)[C@@H](CC1)[C@@H]1CCC3=C(C(CC[C@]3(C)[C@H]1CC2)=O)[N+](=O)[O-] (17-cyclopropyloxy-4-nitroandrost-4-en-3-one). Reported procedure: A solution of 17-cyclopropyloxy-4-nitroandrost-4-en-3-one (1.0 g, 2.71 mM) in acetic acid (10 mL) is treated with zinc dust (1.0 g). The combination is vigorously stirred for 1.5 hours at room temperature. The zinc salts are removed by filtration and washed with ethyl acetate. The combined filtrate and wash are combined and concentrated to a yellow solid which is then redissolved in ethyl acetate and extracted three times with 1M hydrochloric acid (150 ml). The combined acid extracts are neutral... Product: NC1=C2CC[C@H]3[C@@H]4CCC([C@@]4(C)CC[C@@H]3[C@]2(CCC1=O)C)OC1CC1 (4-amino-17-cyclopropyloxyandrost-4-en-3-one). Reaction conditions: time 1.5 hour. Isolated yield 64.1%. The reactants are CN, CCOC(C)=O, FC(F)(F)Oc1cccc(-c2coc3ccc(-c4nnc(CCl)o4)cc23)c1, [I-], [K+], C1CCOC1. Product: CNCc1nnc(-c2ccc3occ(-c4cccc(OC(F)(F)F)c4)c3c2)o1. As a reaction SMILES: [CH3:35][NH2:36].[CH3:37][CH2:38][O:39][C:40](=[O:41])[CH3:42].[Cl:1][CH2:2][c:3]1[o:4][c:5](-[c:8]2[cH:9][cH:10][c:11]3[c:12]([c:13](-[c:16]4[cH:17][c:18]([O:22][C:23]([F:24])([F:25])[F:26])[cH:19][cH:20][cH:21]4)[cH:14][o:15]3)[cH:27]2)[n:6][n:7]1.[I-:29].[K+:28].[O:30]1[CH2:31][CH2:32][CH2:33][CH2:34]1>>[CH2:2]([c:3]1[o:4][c:5](-[c:8]2[cH:9][cH:10][c:11]3[c:12]([c:13](-[c:16]4[cH:17][c:18]([O:22][C:23]([F:24])([F:25])[F:26])[cH:19][cH:20][cH:21]4)[cH:14][o:15]3)[cH:27]2)[n:6][n:7]1)[NH:36][CH3:35]. The reactants are CCO, CS(C)=O, Clc1cccc2c(C3CCNCC3)c[nH]c12, c1cc(OCC2CO2)c2cc[nH]c2c1. Product: OC(COc1cccc2[nH]ccc12)CN1CCC(c2c[nH]c3c(Cl)cccc23)CC1. As a reaction SMILES: [CH3:31][CH2:32][OH:33].[CH3:34][S:35]([CH3:36])=[O:37].[Cl:15][c:16]1[cH:17][cH:18][cH:19][c:20]2[c:21]([CH:25]3[CH2:26][CH2:27][NH:28][CH2:29][CH2:30]3)[cH:22][nH:23][c:24]12.[O:1]1[CH:2]([CH2:4][O:5][c:6]2[c:7]3[cH:8][cH:9][nH:10][c:11]3[cH:12][cH:13][cH:14]2)[CH2:3]1>>[OH:1][CH:2]([CH2:3][N:28]1[CH2:27][CH2:26][CH:25]([c:21]2[c:20]3[cH:19][cH:18][cH:17][c:16]([Cl:15])[c:24]3[nH:23][cH:22]2)[CH2:30][CH2:29]1)[CH2:4][O:5][c:6]1[c:7]2[cH:8][cH:9][nH:10][c:11]2[cH:12][cH:13][cH:14]1.